describe an organic reaction: reactants, conditions, products, and yield From a dataset of the Open Reaction Database (ORD), a public repository of structured organic reaction records. The reactants are CC(=O)OC1C(O)C(CO)OC(O[Si](C)(C)C(C)(C)C)C1N=[N+]=[N-], CC(=O)Cl, CCOC(C)=O, O, Cc1cc(C)nc(C)c1. Product: CC(=O)OCC1OC(O[Si](C)(C)C(C)(C)C)C(N=[N+]=[N-])C(OC(C)=O)C1O. As a reaction SMILES: [C:5]([CH3:6])(=[O:7])[O:8][CH:9]1[CH:10]([N:26]=[N+:27]=[N-:28])[CH:11]([O:12][Si:13]([CH3:14])([CH3:15])[C:16]([CH3:17])([CH3:18])[CH3:19])[O:20][CH:21]([CH2:24][OH:25])[CH:22]1[OH:23].[CH3:1][C:2]([Cl:3])=[O:4].[CH3:30][CH2:31][O:32][C:33]([CH3:34])=[O:35].[OH2:29].[n:36]1[c:37]([CH3:38])[cH:39][c:40]([CH3:41])[cH:42][c:43]1[CH3:44]>>[CH3:1][C:2](=[O:4])[O:25][CH2:24][CH:21]1[O:20][CH:11]([O:12][Si:13]([CH3:14])([CH3:15])[C:16]([CH3:17])([CH3:18])[CH3:19])[CH:10]([N:26]=[N+:27]=[N-:28])[CH:9]([O:8][C:5]([CH3:6])=[O:7])[CH:22]1[OH:23]. Starting materials: C(CCC)OCCCCCN1CCC(CC1)=O (1-(5-butoxypentyl)-4-piperidone), Cl.NO (hydroxylamine hydrochloride). Product: C(CCC)OCCCCCN1CCC(CC1)=NO (1-(5-Butoxypentyl)-4-piperidone oxime). As a reaction SMILES: [CH2:1]([O:5][CH2:6][CH2:7][CH2:8][CH2:9][CH2:10][N:11]1[CH2:16][CH2:15][C:14](=O)[CH2:13][CH2:12]1)[CH2:2][CH2:3][CH3:4].Cl.[NH2:19][OH:20]>>[CH2:1]([O:5][CH2:6][CH2:7][CH2:8][CH2:9][CH2:10][N:11]1[CH2:16][CH2:15][C:14](=[N:19][OH:20])[CH2:13][CH2:12]1)[CH2:2][CH2:3][CH3:4] |f:1.2|. Procedure: 1-(5-Butoxypentyl)-4-piperidone oxime is prepared from 1-(5-butoxypentyl)-4-piperidone and hydroxylamine hydrochloride essentially as described above in Example 38, Scheme C, step b. The reactants are N1[C@@H](CCC1=O)C(=O)N1[C@H](C(=O)O)CCC1 (Pyr-Pro-OH), CN1CCOCC1 (N-methyl-morpholine), C(C)OC(=O)Cl (ethylchloroformate), Cl (HCl), N[C@@H](CC1=CNC2=CC=CC=C12)C(=O)N[C@@H](C(C)C)C(=O)OC (H-Trp-Val-OMe), CN1CCOCC1 (N-methylmorpholine). Run in O1CCCC1 (tetrahydrofuran), CN(C=O)C (dimethylformamide). Conditions: time 2 minute. Yields the product N1[C@@H](CCC1=O)C(=O)N1[C@H](C(=O)N[C@@H](CC2=CNC3=CC=CC=C23)C(=O)N[C@@H](C(C)C)C(=O)OC)CCC1 (Pyr-Pro-Trp-Val-OMe), C(C)(C)O.C(C)(C)OC(C)C (isopropyl alcohol diisopropyl ether). Reaction SMILES: [NH:1]1[C:5](=[O:6])[CH2:4][CH2:3][C@H:2]1[C:7]([N:9]1[CH2:16][CH2:15][CH2:14][C@H:10]1[C:11]([OH:13])=O)=[O:8].[CH3:17]N1[CH2:23][CH2:22][O:21]CC1.[CH2:24]([O:26]C(Cl)=O)[CH3:25].Cl.[NH2:31][C@H:32]([C:43]([NH:45][C@H:46]([C:50]([O:52][CH3:53])=[O:51])[CH:47]([CH3:49])[CH3:48])=[O:44])[CH2:33][C:34]1[C:42]2[C:37](=[CH:38][CH:39]=[CH:40][CH:41]=2)[NH:36][CH:35]=1>O1CCCC1.CN(C)C=O>[NH:1]1[C:5](=[O:6])[CH2:4][CH2:3][C@H:2]1[C:7]([N:9]1[CH2:16][CH2:15][CH2:14][C@H:10]1[C:11]([NH:31][C@H:32]([C:43]([NH:45][C@H:46]([C:50]([O:52][CH3:53])=[O:51])[CH:47]([CH3:49])[CH3:48])=[O:44])[CH2:33][C:34]1[C:42]2[C:37](=[CH:38][CH:39]=[CH:40][CH:41]=2)[NH:36][CH:35]=1)=[O:13])=[O:8].[CH:22]([OH:21])([CH3:23])[CH3:24].[CH:24]([O:26][CH:15]([CH3:14])[CH3:16])([CH3:17])[CH3:25] |f:8.9|. Reported procedure: To a solution of 5.66 g (25 mmol) of Pyr-Pro-OH (III) in 60 ml of anhydrous tetrahydrofuran, 2.81 ml (25 mmol) N-methyl-morpholine and 2.48 ml (25 mmol) of ethylchloroformate were successively added at -12° C. After stirring for 2 minutes, a cold solution of 8.85 g (25 mmol) of HCl.H-Trp-Val-OMe (XI) and 2.81 ml (25 mmol) of N-methylmorpholine in 60 ml of dimethylformamide was added. The reaction mixture was stirred for 1 h at -12° C. and for 2 h at 0°-15° C., then filtered to remove salts and e... Starting materials: [N+](=O)([O-])C1=CC=C(CN2C(SC(C(=N2)C2=CC(=C(C=C2)OC)OC)CC)=O)C=C1 (3-(4-nitrobenzyl)-5-(3,4-dimethoxyphenyl)-6-ethyl-3,6-dihydro-1,3,4-thiadiazin-2-one). Reagents/catalysts: [Ni] (Raney nickel). The solvent is O1CCCC1 (tetrahydrofuran). Product: NC1=CC=C(CN2C(SC(C(=N2)C2=CC(=C(C=C2)OC)OC)CC)=O)C=C1 (3-(4-aminobenzyl)-5-(3,4-dimethoxyphenyl)-6-ethyl-3,6-dihydro-1,3,4-thiadiazin-2-one). Reaction SMILES: [N+:1]([C:4]1[CH:29]=[CH:28][C:7]([CH2:8][N:9]2[N:14]=[C:13]([C:15]3[CH:20]=[CH:19][C:18]([O:21][CH3:22])=[C:17]([O:23][CH3:24])[CH:16]=3)[CH:12]([CH2:25][CH3:26])[S:11][C:10]2=[O:27])=[CH:6][CH:5]=1)([O-])=O>O1CCCC1.[Ni]>[NH2:1][C:4]1[CH:5]=[CH:6][C:7]([CH2:8][N:9]2[N:14]=[C:13]([C:15]3[CH:20]=[CH:19][C:18]([O:21][CH3:22])=[C:17]([O:23][CH3:24])[CH:16]=3)[CH:12]([CH2:25][CH3:26])[S:11][C:10]2=[O:27])=[CH:28][CH:29]=1. Procedure: A solution of 3.9 g of 3-(4-nitrobenzyl)-5-(3,4-dimethoxyphenyl)-6-ethyl-3,6-dihydro-1,3,4-thiadiazin-2-one in 40 ml of tetrahydrofuran is hydrogenated in the presence of Raney nickel. The catalyst is filtered off and the solution is concentrated. Recrystallization gives 3-(4-aminobenzyl)-5-(3,4-dimethoxyphenyl)-6-ethyl-3,6-dihydro-1,3,4-thiadiazin-2-one, m.p. 105°. Reactants: ClC(=O)C1=CC=C(C=C1)OC(C1=C(C=C(C=C1)OC(=O)[C@@H]1CC[C@H](CC1)CCCCCCC)Cl)=O (2-chloro-4-[[(trans-4-heptylcyclohexyl)carbonyl]oxy]benzoic acid p-(chlorocarbonyl)phenyl ester), ClC=1C=C(C=CC1[N+](=O)[O-])O (3-chloro-4-nitrophenol). Run in N1=CC=CC=C1 (pyridine), C1=CC=CC=C1 (benzene). Run at temperature 65 celsius, time 8 hour. Product: ClC=1C=C(OC(=O)C2=CC=C(C=C2)OC(C2=C(C=C(C=C2)OC(=O)[C@@H]2CC[C@H](CC2)CCCCCCC)Cl)=O)C=CC1[N+](=O)[O-] (2-chloro-4-[[(trans-4-heptylcyclohexyl)carbonyl]oxy]benzoic acid p-[(3-chloro-4-nitrophenoxy)carbonyl]phenyl ester). RXN SMILES: Cl[C:2]([C:4]1[CH:9]=[CH:8][C:7]([O:10][C:11](=[O:35])[C:12]2[CH:17]=[CH:16][C:15]([O:18][C:19]([C@H:21]3[CH2:26][CH2:25][C@H:24]([CH2:27][CH2:28][CH2:29][CH2:30][CH2:31][CH2:32][CH3:33])[CH2:23][CH2:22]3)=[O:20])=[CH:14][C:13]=2[Cl:34])=[CH:6][CH:5]=1)=[O:3].[Cl:36][C:37]1[CH:38]=[C:39]([OH:46])[CH:40]=[CH:41][C:42]=1[N+:43]([O-:45])=[O:44]>C1C=CC=CC=1.N1C=CC=CC=1>[Cl:36][C:37]1[CH:38]=[C:39]([CH:40]=[CH:41][C:42]=1[N+:43]([O-:45])=[O:44])[O:46][C:2]([C:4]1[CH:5]=[CH:6][C:7]([O:10][C:11](=[O:35])[C:12]2[CH:17]=[CH:16][C:15]([O:18][C:19]([C@H:21]3[CH2:22][CH2:23][C@H:24]([CH2:27][CH2:28][CH2:29][CH2:30][CH2:31][CH2:32][CH3:33])[CH2:25][CH2:26]3)=[O:20])=[CH:14][C:13]=2[Cl:34])=[CH:8][CH:9]=1)=[O:3]. Reported procedure: The crude 2-chloro-4-[[(trans-4-heptylcyclohexyl)carbonyl]oxy]benzoic acid p-(chlorocarbonyl)phenyl ester obtained was dissolved in 70 ml of benzene and then added dropwise to a solution of 1.04 g of 3-chloro-4-nitrophenol in 50 ml of pyridine. The reaction mixture was stirred overnight at a bath temperature of 65° C., then poured into ice-cold dilute hydrochloric acid and extracted with diethyl ether. The extract was washed four times with 50 ml of 3N hydrochloric acid each time and once with 5...